This data is from the Open Reaction Database (ORD), a public repository of structured organic reaction records. The task is: describe an organic reaction: reactants, conditions, products, and yield The reactants are Cc1ccccc1, CC(C)(O)C#Cc1ccc(C#N)c(F)c1, [H-], [Na+]. RXN SMILES: [CH3:18][c:19]1[cH:20][cH:21][cH:22][cH:23][cH:24]1.[F:1][c:2]1[c:3]([C:4]#[N:5])[cH:6][cH:7][c:8]([C:10]#[C:11][C:12]([OH:13])([CH3:14])[CH3:15])[cH:9]1.[H-:17].[Na+:16]>>[F:1][c:2]1[c:3]([C:4]#[N:5])[cH:6][cH:7][c:8]([C:10]#[CH:11])[cH:9]1. The product is C#Cc1ccc(C#N)c(F)c1. Starting materials: C1=C(NC=N1)CCN (histamine base), CCOCC (ether), BrC=1SC=CN1 (2-bromothiazole), C(C(=O)O)(=O)O (oxalic acid). The solvent is dioxalate, CC(C)O (2-propanol), C(C)O (ethanol). The product is N1C=NC(=C1)CCNC=1SC=CN1 (2-{[2-(1H-Imidazol-4-yl)ethyl]amino}thiazole). Reaction SMILES: [CH:1]1[N:5]=[CH:4][NH:3][C:2]=1[CH2:6][CH2:7][NH2:8].Br[C:10]1[S:11][CH:12]=[CH:13][N:14]=1.C(O)(=O)C(O)=O.CCOCC>CC(O)C.C(O)C>[NH:5]1[CH:1]=[C:2]([CH2:6][CH2:7][NH:8][C:10]2[S:11][CH:12]=[CH:13][N:14]=2)[N:3]=[CH:4]1. Procedure: 1.1 g (10 mmol) of histamine base and 1.6 g (10 mmol) of 2-bromothiazole are brought to reflux in 15 ml of 2-propanol for 96 h. The reaction mixture is concentrated under reduced pressure until an oily residue is obtained which is chromatographed on a column of silica gel with a mixture of chloroform and methanol (1, 5 and 20%) as eluent to provide an oil. The latter is taken up in absolute ethanol and is treated with oxalic acid (2 molar equivalents). Addition of ether gives the title compound ... Procedure: 4-(4-methylcyclohexyl)cyclohexanone [151772-66-6]; 4-(4-ethylcyclohexyl)cyclohexanone [150763-46-5]; The reactants are CC1CCC(CC1)C1CCC(CC1)=O (4-(4-methylcyclohexyl)cyclohexanone), C(C)C1CCC(CC1)C1CCC(CC1)=O (4-(4-ethylcyclohexyl)cyclohexanone). The product is C(CCCCCC)C1CCC(CC1)=O (4-heptylcyclohexanone). RXN SMILES: C[CH:2]1[CH2:7][CH2:6][CH:5]([CH:8]2[CH2:13][CH2:12][C:11](=[O:14])[CH2:10][CH2:9]2)[CH2:4][CH2:3]1.[CH2:15](C1CCC(C2CCC(=O)CC2)CC1)C>>[CH2:5]([CH:8]1[CH2:9][CH2:10][C:11](=[O:14])[CH2:12][CH2:13]1)[CH2:6][CH2:7][CH2:2][CH2:3][CH2:4][CH3:15]. Reactants: CC(=O)O, C1CCNC1, COc1cc(-n2ccc3nc(-c4ccc(Cl)cc4)sc3c2=O)ccc1CCC=O, ClCCCl, [Na+], [OH-]. The product is COc1cc(-n2ccc3nc(-c4ccc(Cl)cc4)sc3c2=O)ccc1CCCN1CCCC1. RXN SMILES: [C:35]([OH:36])(=[O:37])[CH3:38].[CH2:30]1[CH2:31][CH2:32][NH:33][CH2:34]1.[Cl:1][c:2]1[cH:3][cH:4][c:5](-[c:8]2[s:9][c:10]3[c:11](=[O:29])[n:12](-[c:17]4[cH:18][c:19]([O:27][CH3:28])[c:20]([CH2:23][CH2:24][CH:25]=[O:26])[cH:21][cH:22]4)[cH:13][cH:14][c:15]3[n:16]2)[cH:6][cH:7]1.[Cl:41][CH2:42][CH2:43][Cl:44].[Na+:40].[OH-:39]>>[Cl:1][c:2]1[cH:3][cH:4][c:5](-[c:8]2[s:9][c:10]3[c:11](=[O:29])[n:12](-[c:17]4[cH:18][c:19]([O:27][CH3:28])[c:20]([CH2:23][CH2:24][CH2:25][N:33]5[CH2:32][CH2:31][CH2:30][CH2:34]5)[cH:21][cH:22]4)[cH:13][cH:14][c:15]3[n:16]2)[cH:6][cH:7]1. Starting materials: C(C)OC(=O)C1=NN(C2=C1CCC2)CC2=CC=CC=C2 (1-benzyl-1,4,5,6-tetrahydro-3-cyclopentapyrazole carboxylic acid ethyl ester), [H-].[Al+3].[Li+].[H-].[H-].[H-] (lithium aluminum hydride). Solvent: C1CCOC1 (THF). The product is C(C1=CC=CC=C1)N1N=C(C2=C1CCC2)CO (1-Benzyl-1,4,5,6-tetrahydro-3-cyclopentapyrazole methanol). The yield is 1065.5%. As a reaction SMILES: C([O:3][C:4]([C:6]1[C:10]2[CH2:11][CH2:12][CH2:13][C:9]=2[N:8]([CH2:14][C:15]2[CH:20]=[CH:19][CH:18]=[CH:17][CH:16]=2)[N:7]=1)=O)C.[H-].[Al+3].[Li+].[H-].[H-].[H-]>C1COCC1>[CH2:14]([N:8]1[C:9]2[CH2:13][CH2:12][CH2:11][C:10]=2[C:6]([CH2:4][OH:3])=[N:7]1)[C:15]1[CH:16]=[CH:17][CH:18]=[CH:19][CH:20]=1 |f:1.2.3.4.5.6|. Procedure details: A solution of 1-benzyl-1,4,5,6-tetrahydro-3-cyclopentapyrazole carboxylic acid ethyl ester (6.0 g, 2.22 mmol) in THF (125 ml) was treated with lithium aluminum hydride (1.73 g, 44.4 mmol) and reacted at ambient temperature for 3.5 hours. Excess reagent was quenched with 10% aqueous THF (18 ml), 15% sodium hydroxide (5.4 ml) and water (5.4 ml). The mixture was diluted with ethyl acetate and filtered. The filtrate was washed with 5% brine solutions, dried, and evaporated to provide the title compo... The product is COC(=O)C1CCN(c2cc(C=O)ccc2N)CC1. RXN SMILES: [CH3:25][CH2:26][O:27][C:28]([CH3:29])=[O:30].[CH:1](=[O:2])[c:3]1[cH:4][cH:5][c:6]([N+:19]([O-:20])=[O:21])[c:7]([N:9]2[CH2:10][CH2:11][CH:12]([C:15](=[O:16])[O:17][CH3:18])[CH2:13][CH2:14]2)[cH:8]1.[H:22][H:23].[Pd:24]>>[CH:1](=[O:2])[c:3]1[cH:4][cH:5][c:6]([NH2:19])[c:7]([N:9]2[CH2:10][CH2:11][CH:12]([C:15](=[O:16])[O:17][CH3:18])[CH2:13][CH2:14]2)[cH:8]1. Reactants: CCOC(C)=O, COC(=O)C1CCN(c2cc(C=O)ccc2[N+](=O)[O-])CC1, [H][H], [Pd]. Reactants: ClC1=CC=C(C=C1)SC1=CC=C(C=C1)CCC(=O)O (3-{4[(4-chlorophenyl)thio]phenyl}propanoic acid), C(C(=O)Cl)(=O)Cl (oxalyl chloride). The reagents and catalysts are CN(C)C=O (DMF). The solvent is C(Cl)Cl (CH2Cl2). Conditions: time 3 hour. The product is ClC1=CC=C(C=C1)SC1=CC=C(C=C1)CCC(=O)Cl (3-{4-[(4-chlorophenyl)thio]phenyl}propanoyl chloride). RXN SMILES: [Cl:1][C:2]1[CH:7]=[CH:6][C:5]([S:8][C:9]2[CH:14]=[CH:13][C:12]([CH2:15][CH2:16][C:17]([OH:19])=O)=[CH:11][CH:10]=2)=[CH:4][CH:3]=1.C(Cl)(=O)C([Cl:23])=O>C(Cl)Cl.CN(C=O)C>[Cl:1][C:2]1[CH:7]=[CH:6][C:5]([S:8][C:9]2[CH:14]=[CH:13][C:12]([CH2:15][CH2:16][C:17]([Cl:23])=[O:19])=[CH:11][CH:10]=2)=[CH:4][CH:3]=1. Reported procedure: To a solution of acid from step 4 in CH2Cl2 (0.2M) was added oxalyl chloride (1.2 eq) and one drop of DMF. The mixture was stirred at rt for 3 h and the solvent evaporated. The crude acid chloride was used as such in the next step.